This data is from the Open Reaction Database (ORD), a public repository of structured organic reaction records. The task is: describe an organic reaction: reactants, conditions, products, and yield Starting materials: C1(=C(C(=C(C(=C1F)F)F)N)F)N.Cl.Cl (dihydrochloride), CC1=CC(=NN1)NC1=CC=C(C=C1)[N+](=O)[O-] (5-methyl-N-(4-nitrophenyl)-1H-pyrazol-3-amine). The reagents and catalysts are [Zn].[Cl-].[NH4+].O.C(C)O (zinc ammonium chloride water ethanol). Yields the product Cl.Cl.CC1=CC(=NN1)NC1=CC=C(C=C1)N (N-(5-methyl-1H-pyrazol-3-yl)benzene-1,4-diamine dihydrochloride). RXN SMILES: [CH3:1][C:2]1[NH:6][N:5]=[C:4]([NH:7][C:8]2[CH:13]=[CH:12][C:11]([N+:14]([O-])=O)=[CH:10][CH:9]=2)[CH:3]=1.C1(N)C(F)=C(F)C(F)=C(N)C=1F.[ClH:29].Cl>[Zn].[Cl-].[NH4+].O.C(O)C>[ClH:29].[ClH:29].[CH3:1][C:2]1[NH:6][N:5]=[C:4]([NH:7][C:8]2[CH:13]=[CH:12][C:11]([NH2:14])=[CH:10][CH:9]=2)[CH:3]=1 |f:1.2.3,4.5.6.7.8,9.10.11|. Procedure: The 5-methyl-N-(4-nitrophenyl)-1H-pyrazol-3-amine (1) obtained above was reduced with a boiling zinc/ammonium chloride/water/ethanol mixture. The corresponding amine was isolated in dihydrochloride form. The reactants are C1(=CC=CC=C1)NC=1SC=C(N1)C(=O)C1=CC(=C(C(=C1)OC)OC)OC ((2-(Phenylamino)thiazol-4-yl)(3,4,5-trimethoxyphenyl)methanone), ClC1=CC=C(C=C1)NC(=S)N (1-(4-chlorophenyl)thiourea), BrCC(C(=O)OCC)=O (ethyl bromopyruvate). Yields the product ClC1=CC=C(C=C1)NC=1SC=C(N1)C(=O)C1=CC(=C(C(=C1)OC)OC)OC ((2-((4-Chlorophenyl)amino)thiazol-4-yl)(3,4,5-trimethoxyphenyl)methanone). As a reaction SMILES: [C:1]1([NH:7][C:8]2[S:9][CH:10]=[C:11]([C:13]([C:15]3[CH:20]=[C:19]([O:21][CH3:22])[C:18]([O:23][CH3:24])=[C:17]([O:25][CH3:26])[CH:16]=3)=[O:14])[N:12]=2)[CH:6]=[CH:5][CH:4]=[CH:3][CH:2]=1.[Cl:27]C1C=CC(NC(N)=S)=CC=1.BrCC(=O)C(OCC)=O>>[Cl:27][C:4]1[CH:5]=[CH:6][C:1]([NH:7][C:8]2[S:9][CH:10]=[C:11]([C:13]([C:15]3[CH:20]=[C:19]([O:21][CH3:22])[C:18]([O:23][CH3:24])=[C:17]([O:25][CH3:26])[CH:16]=3)=[O:14])[N:12]=2)=[CH:2][CH:3]=1. Procedure details: (2-((4-Chlorophenyl)amino)thiazol-4-yl)(3,4,5-trimethoxyphenyl)methanone (5d) was prepared using the same method as used for 5a from 1-(4-chlorophenyl)thiourea and ethyl bromopyruvate. Melting point: 165-166° C. 1H NMR (500 MHz, CDCl3) δ 7.60 (s, br, 1H), 7.56 (s, 1H), 7.47 (s, 2H), 7.38 (d, 2H), 7.31 (d, 2H), 3.94 (s, 3H), 3.89 (s, 6H). MS: 402.9 (M−1)−; 427.0 (M+Na)+. Reactants: CNC, CCOC(=O)c1cc(C=O)c[nH]1. Yields the product CCOC(=O)c1cc(CN(C)C)c[nH]1. Reaction SMILES: [CH3:13][NH:14][CH3:15].[CH:1](=[O:2])[c:3]1[cH:4][c:5]([C:8](=[O:9])[O:10][CH2:11][CH3:12])[nH:6][cH:7]1>>[CH2:1]([c:3]1[cH:4][c:5]([C:8](=[O:9])[O:10][CH2:11][CH3:12])[nH:6][cH:7]1)[N:14]([CH3:13])[CH3:15]. The reactants are BrC=1C=C(C(=O)OCC)C=CC1 (ethyl 3-bromobenzoate), [Br-].C1(CCCC1)[Zn+] (cyclopentylzinc bromide). The reagents and catalysts are C1=CC=C(C=C1)P([C-]2C=CC=C2)C3=CC=CC=C3.C1=CC=C(C=C1)P([C-]2C=CC=C2)C3=CC=CC=C3.Cl[Pd]Cl.[Fe+2] (1,1′-bis(diphenylphosphino)ferrocenedichloropalladium(II)). The solvent is C1CCOC1 (THF), O (water). Conditions: temperature 85 celsius, time 1.5 hour. Product: C(C)OC(C1=CC=CC=C1C1CCCC1)=O (6-Cyclopentyl-benzoic acid ethyl ester). As a reaction SMILES: Br[C:2]1[CH:3]=[C:4]([CH:10]=[CH:11][CH:12]=1)[C:5]([O:7][CH2:8][CH3:9])=[O:6].[Br-].[CH:14]1([Zn+])[CH2:18][CH2:17][CH2:16][CH2:15]1>C1COCC1.O.C1C=CC(P(C2C=CC=CC=2)[C-]2C=CC=C2)=CC=1.C1C=CC(P(C2C=CC=CC=2)[C-]2C=CC=C2)=CC=1.Cl[Pd]Cl.[Fe+2]>[CH2:8]([O:7][C:5](=[O:6])[C:4]1[C:10]([CH:14]2[CH2:18][CH2:17][CH2:16][CH2:15]2)=[CH:11][CH:12]=[CH:2][CH:3]=1)[CH3:9] |f:1.2,5.6.7.8|. Procedure: To 1.00 mL (6.24 mmol) ethyl 3-bromobenzoate was added 13.0 mL (6.50 mmol) 0.5 M cyclopentylzinc bromide solution in THF followed by 100 mg (0.137 mmol) 1,1′-bis(diphenylphosphino)ferrocenedichloropalladium(II) under argon atmosphere. The reaction mixture was stirred at 85° C. for 1.5 h, then diluted with water and stirred at RT for 12 h. The suspension was extracted with EtOAc. The combined organic phases were dried over sodium sulfate, filtered and concentrated in vacuo. The crude material was... The reactants are COc1cc(N=C=O)cc(OC)c1OC, CC(C)C(N)CN1CCC(Cc2ccc(Cl)c(Cl)c2)CC1, CC(C)(C)C(N)CN1CCC(Cc2ccc(Cl)c(Cl)c2)CC1. Product: COc1cc(NC(=O)NC(CN2CCC(Cc3ccc(Cl)c(Cl)c3)CC2)C(C)(C)C)cc(OC)c1OC. Reaction SMILES: [CH3:1][O:2][c:3]1[cH:4][c:5]([N:13]=[C:14]=[O:15])[cH:6][c:7]([O:11][CH3:12])[c:8]1[O:9][CH3:10].[Cl:16][c:17]1[cH:18][c:19]([CH2:24][CH:25]2[CH2:26][CH2:27][N:28]([CH2:29][CH:30]([NH2:31])[CH:32]([CH3:33])[CH3:34])[CH2:35][CH2:36]2)[cH:20][cH:21][c:22]1[Cl:23].[Cl:37][c:38]1[cH:39][c:40]([CH2:41][CH:42]2[CH2:43][CH2:44][N:45]([CH2:48][CH:49]([C:50]([CH3:51])([CH3:52])[CH3:53])[NH2:54])[CH2:46][CH2:47]2)[cH:55][cH:56][c:57]1[Cl:58]>>[CH3:1][O:2][c:3]1[cH:4][c:5]([NH:13][C:14](=[O:15])[NH:54][CH:49]([CH2:48][N:45]2[CH2:44][CH2:43][CH:42]([CH2:41][c:40]3[cH:39][c:38]([Cl:37])[c:57]([Cl:58])[cH:56][cH:55]3)[CH2:47][CH2:46]2)[C:50]([CH3:51])([CH3:52])[CH3:53])[cH:6][c:7]([O:11][CH3:12])[c:8]1[O:9][CH3:10]. Starting materials: C(C)(C)(C)OC(=O)N[C@@H]1C(N[C@H]1C)=O ((3S-trans)-3-t-butoxycarbonylamino-4-methylazetidinone), C1(=CC=CC=C1)OC (anisole), FC(C(=O)O)(F)F (trifluoroacetic acid). The solvent is ClCCl (dichloromethane). Run at time 90 minute. Product: C(C1=CC=CC=C1)OC(=O)N[C@@H]1C(N[C@H]1C)=O ((3S-trans)-3-Benzyloxycarbonylamino-4-methylazetidinone). Reaction SMILES: [C:1]([O:5][C:6]([NH:8][C@H:9]1[C@H:12]([CH3:13])[NH:11][C:10]1=[O:14])=[O:7])([CH3:4])(C)C.FC(F)(F)C(O)=O.[C:22]1(OC)[CH:27]=[CH:26]C=[CH:24][CH:23]=1>ClCCl>[CH2:1]([O:5][C:6]([NH:8][C@H:9]1[C@H:12]([CH3:13])[NH:11][C:10]1=[O:14])=[O:7])[C:4]1[CH:26]=[CH:27][CH:22]=[CH:23][CH:24]=1. Reported procedure: A solution of 3.3 g of (3S-trans)-3-t-butoxycarbonylamino-4-methylazetidinone in 10 ml each of dichloromethane and anisole is cooled to 0° C. and 112 ml of trifluoroacetic acid is added. The solution is stirred for 90 minutes and evaporated in vacuo (benzene added and evaporated three times). The residue is dissolved in 70 ml of acetone and the solution is adjusted to pH 7 with 5% sodium bicarbonate solution. A total of 5.33 g of benzyl chloroformate is added over 1 hour at pH 6.5-7.5. The mixtu... Starting materials: C(C)OC(C=C(OCC)N)=O (β-amino-β-ethoxyacrylic acid ethyl ester), C1(=CC=C(C=C1)S(=O)(=O)O)C (p-toluenesulphonic acid), BrC=1C=C(CNN)C=CC1Br (3,4-dibromobenzylhydrazine). Solvent: C(C)O (ethanol), C(C)O (ethanol). Reaction conditions: time 8 hour. The product is NC=1NN(C(C1)=O)CC1=CC(=C(C=C1)Br)Br (3-Amino-1-(3,4-dibromobenzyl)-pyrazol-5-one). As a reaction SMILES: C([O:3][C:4](=O)[CH:5]=[C:6]([NH2:10])OCC)C.C1(C)C=CC(S(O)(=O)=O)=CC=1.[Br:23][C:24]1[CH:25]=[C:26]([CH:30]=[CH:31][C:32]=1[Br:33])[CH2:27][NH:28][NH2:29]>C(O)C>[NH2:10][C:6]1[NH:29][N:28]([CH2:27][C:26]2[CH:30]=[CH:31][C:32]([Br:33])=[C:24]([Br:23])[CH:25]=2)[C:4](=[O:3])[CH:5]=1. Procedure details: 12.2 g of β-amino-β-ethoxyacrylic acid ethyl ester together with 1 g of p-toluenesulphonic acid were dissolved in 200 ml of ethanol. A solution of 21.6 g of 3,4-dibromobenzylhydrazine in 50 ml of ethanol was added dropwise thereto, under nitrogen. After stirring overnight, the solvent was concentrated in vacuo and the compound identified above, which had separated out as a precipitate, was filtered off and recrystallised from ethanol. Melting point: 182°, 11 g (41%). Starting materials: FC(C=1C=C(C=O)C=C(C1)C(F)(F)F)(F)F (3,5-bis(trifluoromethyl)-benzaldehyde), CN (methylamine). Run in C1CCOC1 (THF), C1CCOC1 (THF). Run at time 8 hour. Yields the product FC(C=1C=C(C=NC)C=C(C1)C(F)(F)F)(F)F ((3,5-Bis-trifluoromethyl-benzylidene)-methylamine). RXN SMILES: [F:1][C:2]([F:16])([F:15])[C:3]1[CH:4]=[C:5]([CH:8]=[C:9]([C:11]([F:14])([F:13])[F:12])[CH:10]=1)[CH:6]=O.[CH3:17][NH2:18]>C1COCC1>[F:1][C:2]([F:16])([F:15])[C:3]1[CH:4]=[C:5]([CH:8]=[C:9]([C:11]([F:14])([F:13])[F:12])[CH:10]=1)[CH:6]=[N:18][CH3:17]. Procedure details: A solution of 3,5-bis(trifluoromethyl)-benzaldehyde (412 μL) in dry THF (5 mL) was added dropwise to a solution of methylamine (2M in MeOH—3.12 mL) in dry THF (5 mL) at 23° C. under a nitrogen atmosphere. The reaction mixture was stirred overnight, then the solvent was evaporated in vacuo to give the title compound (385 mg) as a colourless oil. Reactants: C1COCCO1, COc1cccc(N(C)C)c1CN1CCC(Nc2nc(Cl)nc3ccccc23)CC1, NC(=O)C1CCCNC1. The product is COc1cccc(N(C)C)c1CN1CCC(Nc2nc(N3CCCC(C(N)=O)C3)nc3ccccc23)CC1. As a reaction SMILES: [CH2:40]1[O:41][CH2:42][CH2:43][O:44][CH2:45]1.[Cl:1][c:2]1[n:3][c:4]2[cH:5][cH:6][cH:7][cH:8][c:9]2[c:10]([NH:12][CH:13]2[CH2:14][CH2:15][N:16]([CH2:19][c:20]3[c:21]([N:28]([CH3:29])[CH3:30])[cH:22][cH:23][cH:24][c:25]3[O:26][CH3:27])[CH2:17][CH2:18]2)[n:11]1.[NH2:31][C:32](=[O:33])[CH:34]1[CH2:35][CH2:36][CH2:37][NH:38][CH2:39]1>>[c:2]1([N:38]2[CH2:37][CH2:36][CH2:35][CH:34]([C:32]([NH2:31])=[O:33])[CH2:39]2)[n:3][c:4]2[cH:5][cH:6][cH:7][cH:8][c:9]2[c:10]([NH:12][CH:13]2[CH2:14][CH2:15][N:16]([CH2:19][c:20]3[c:21]([N:28]([CH3:29])[CH3:30])[cH:22][cH:23][cH:24][c:25]3[O:26][CH3:27])[CH2:17][CH2:18]2)[n:11]1.